The task is: describe an organic reaction: reactants, conditions, products, and yield. This data is from the Open Reaction Database (ORD), a public repository of structured organic reaction records. The reactants are Cupric oxide, C1(=CC=CC=C1)O (phenol), C([O-])([O-])=O.[K+].[K+] (potassium carbonate), BrC1=C2C=CN=CC2=CC=C1 (5-bromoisoquinoline). The solvent is N1=CC=CC=C1 (pyridine). Reaction conditions: temperature 90 celsius. Yields the product C1(=CC=CC=C1)C1=C2C=CN=CC2=CC=C1 (5-Phenylisoquinoline). Yield: 53.6%. RXN SMILES: [C:1]1(O)[CH:6]=[CH:5][CH:4]=[CH:3][CH:2]=1.C(=O)([O-])[O-].[K+].[K+].Br[C:15]1[CH:24]=[CH:23][CH:22]=[C:21]2[C:16]=1[CH:17]=[CH:18][N:19]=[CH:20]2>N1C=CC=CC=1>[C:1]1([C:15]2[CH:24]=[CH:23][CH:22]=[C:21]3[C:16]=2[CH:17]=[CH:18][N:19]=[CH:20]3)[CH:6]=[CH:5][CH:4]=[CH:3][CH:2]=1 |f:1.2.3|. Reported procedure: Cupric oxide (0.2 g) was added in one portion to a mixture of phenol (2 g, 21 mmol), potassium carbonate (2.7 g, 20 mmol), and 5-bromoisoquinoline (2.1 g, 10 mmol) in pyridine (20 ml) heated at 90° C. under nitrogen. The mixture was then heated at 140° C. for 18 h. After this time the pyridine was removed in vacuo, the residue suspended in ether and the mixture filtered through a pad of silica gel. The solvent was evaporated and the residue purified by column chromatography on silica with ethyl ... Reactants: ClCC(=O)C1=C(N(C=O)C)C=CC=C1 (2'-(2-chloroacetyl)-N-methylformanilide), C(C1=CC=CC=C1)(=O)O (benzoic acid). Product: C(C1=CC=CC=C1)(=O)OCC(=O)C1=C(C=CC=C1)N(C=O)C (2-[2-(N-methylformamido)phenyl]-2oxoethyl benzoate). RXN SMILES: Cl[CH2:2][C:3]([C:5]1[CH:14]=[CH:13][CH:12]=[CH:11][C:6]=1[N:7]([CH3:10])[CH:8]=[O:9])=[O:4].[C:15]([OH:23])(=[O:22])[C:16]1[CH:21]=[CH:20][CH:19]=[CH:18][CH:17]=1>>[C:15]([O:23][CH2:2][C:3]([C:5]1[CH:14]=[CH:13][CH:12]=[CH:11][C:6]=1[N:7]([CH3:10])[CH:8]=[O:9])=[O:4])(=[O:22])[C:16]1[CH:21]=[CH:20][CH:19]=[CH:18][CH:17]=1. Procedure details: The solution of 2'-(2-chloroacetyl)-N-methylformanilide may be reacted with benzoic acid by a method analogous to that of Example 2(d) to give the novel compound 2-[2-(N-methylformamido)phenyl]-2oxoethyl benzoate.